This data is from the Open Reaction Database (ORD), a public repository of structured organic reaction records. The task is: describe an organic reaction: reactants, conditions, products, and yield Starting materials: C1CCNC1, COC(=O)c1cccc(-c2cnc(C(=O)CCc3ccc(-c4ccc(C=O)cc4)cc3)o2)n1, CC(Cl)Cl. The product is COC(=O)c1cccc(-c2cnc(C(=O)CCc3ccc(-c4ccc(CN5CCCC5)cc4)cc3)o2)n1. Reaction SMILES: [CH2:34]1[CH2:35][CH2:36][NH:37][CH2:38]1.[CH:1](=[O:2])[c:3]1[cH:4][cH:5][c:6](-[c:9]2[cH:10][cH:11][c:12]([CH2:15][CH2:16][C:17](=[O:18])[c:19]3[o:20][c:21](-[c:24]4[cH:25][cH:26][cH:27][c:28]([C:30](=[O:31])[O:32][CH3:33])[n:29]4)[cH:22][n:23]3)[cH:13][cH:14]2)[cH:7][cH:8]1.[Cl:39][CH:40]([Cl:41])[CH3:42]>>[CH2:1]([c:3]1[cH:4][cH:5][c:6](-[c:9]2[cH:10][cH:11][c:12]([CH2:15][CH2:16][C:17](=[O:18])[c:19]3[o:20][c:21](-[c:24]4[cH:25][cH:26][cH:27][c:28]([C:30](=[O:31])[O:32][CH3:33])[n:29]4)[cH:22][n:23]3)[cH:13][cH:14]2)[cH:7][cH:8]1)[N:37]1[CH2:36][CH2:35][CH2:34][CH2:38]1. Reactants: ClC=1C=C(C=CCCl)C=CC1 (3-chloro-cinnamyl chloride), NC=1SC=2CCNCCC2N1 (2-amino-4,5,7,8-tetrahydro-6H- thiazolo[5,4-d]azepine), C([O-])([O-])=O.[K+].[K+] (potassium carbonate). The solvent is C(Cl)(Cl)Cl (chloroform). The product is NC=1SC=2CCN(CCC2N1)CC=CC1=CC(=CC=C1)Cl (2-Amino-6-(3-(3-chloro-phenyl)allyl)-4,5,7,8-tetrahydro-6H-thiazolo[5,4-d]azepine). The yield is 20.0%. Reaction SMILES: [Cl:1][C:2]1[CH:3]=[C:4]([CH:9]=[CH:10][CH:11]=1)[CH:5]=[CH:6][CH2:7]Cl.[NH2:12][C:13]1[S:14][C:15]2[CH2:16][CH2:17][NH:18][CH2:19][CH2:20][C:21]=2[N:22]=1.C(=O)([O-])[O-].[K+].[K+]>C(Cl)(Cl)Cl>[NH2:12][C:13]1[S:14][C:15]2[CH2:16][CH2:17][N:18]([CH2:7][CH:6]=[CH:5][C:4]3[CH:9]=[CH:10][CH:11]=[C:2]([Cl:1])[CH:3]=3)[CH2:19][CH2:20][C:21]=2[N:22]=1 |f:2.3.4|. Procedure: Prepared from 3-chloro-cinnamyl chloride and 1 equivalent of 2-amino-4,5,7,8-tetrahydro-6H- thiazolo[5,4-d]azepine in chloroform in the presence of 1 equivalent of potassium carbonate. Yield: 20% of theory, Melting point: 132°-136° C. Reactants: ClC1=C2C=C(NC2=CC=C1C#N)C (4-chloro-2-methyl-1H-indole-5-carbonitrile), BrCCOC1=CC=C(C=C1)F (1-[(2-bromoethyl)oxy]-4-fluorobenzene). Yields the product ClC1=C2C=C(N(C2=CC=C1C#N)CCOC1=CC=C(C=C1)F)C (4-Chloro-1-{2-[(4-fluorophenyl)oxy]ethyl}-2-methyl-1H-indole-5-carbonitrile). RXN SMILES: [Cl:1][C:2]1[C:10]([C:11]#[N:12])=[CH:9][CH:8]=[C:7]2[C:3]=1[CH:4]=[C:5]([CH3:13])[NH:6]2.Br[CH2:15][CH2:16][O:17][C:18]1[CH:23]=[CH:22][C:21]([F:24])=[CH:20][CH:19]=1>>[Cl:1][C:2]1[C:10]([C:11]#[N:12])=[CH:9][CH:8]=[C:7]2[C:3]=1[CH:4]=[C:5]([CH3:13])[N:6]2[CH2:15][CH2:16][O:17][C:18]1[CH:23]=[CH:22][C:21]([F:24])=[CH:20][CH:19]=1. Reported procedure: Synthesized as described in Example 4 from 4-chloro-2-methyl-1H-indole-5-carbonitrile and 1-[(2-bromoethyl)oxy]-4-fluorobenzene: 1H NMR (400 MHz, DMSO-d6) δ 7.88 (d, J=1.1 Hz, 1 H), 7.78 (d, J=8.7 Hz, 1 H), 7.53 (dd, J=8.5, 1.5 Hz, 1 H), 7.10-6.98 (m, 2 H), 6.84-6.76 (m, 2 H), 4.63 (t, J=5.0 Hz, 2 H), 4.22 (t, J=5.0 Hz, 2 H), 2.49 (s, 3 H); MS (ES) m/z 329 (M+1). Reactants: NC=1C=C(C=C2C=C(NC12)C1=NC=CC=C1)C (7-Amino-5-methyl-2-(pyridin-2-yl)-1H-indole), C1(CCCC1)=O (cyclopentanone), ClC(C)Cl (dichloroethane), [BH-](OC(=O)C)(OC(=O)C)OC(=O)C.[Na+] (NaBH(OAc)3). Run in C(=O)(O)[O-].[Na+] (NaHCO3). Reaction conditions: time 12 hour. The product is C1(CCCC1)NC=1C=C(C=C2C=C(NC12)C1=NC=CC=C1)C (Cyclopentyl-[5-methyl-2-(pyridin-2-yl)-1H-indol-7-yl]amine). Isolated yield 57.8%. Reaction SMILES: [NH2:1][C:2]1[CH:3]=[C:4]([CH3:17])[CH:5]=[C:6]2[C:10]=1[NH:9][C:8]([C:11]1[CH:16]=[CH:15][CH:14]=[CH:13][N:12]=1)=[CH:7]2.[C:18]1(=O)[CH2:22][CH2:21][CH2:20][CH2:19]1.ClC(Cl)C.[BH-](OC(C)=O)(OC(C)=O)OC(C)=O.[Na+]>C([O-])(O)=O.[Na+]>[CH:18]1([NH:1][C:2]2[CH:3]=[C:4]([CH3:17])[CH:5]=[C:6]3[C:10]=2[NH:9][C:8]([C:11]2[CH:16]=[CH:15][CH:14]=[CH:13][N:12]=2)=[CH:7]3)[CH2:22][CH2:21][CH2:20][CH2:19]1 |f:3.4,5.6|. Procedure details: 7-Amino-5-methyl-2-(pyridin-2-yl)-1H-indole (5 g, 22.4 mmol) prepared in Step A and cyclopentanone (1.88 g, 22.4 mmol) were added to dichloroethane (50 mL). NaBH(OAc)3 (9.5 g, 44.8 mmol) was added thereto, and the mixture was stirred for 12 h at room temperature. After completion of the reaction, the reaction mixture was diluted with saturated aqueous NaHCO3 solution, and extracted with dichloromethane and EtOAc. The extracted organic material was washed with water and aqueous NaCl solution, and... Reactants: O (water), CCOCC (ether), CN(C(=O)C=1C=C(C=C(C1OC)C)[N+](=O)[O-])C (3-dimethylcarbamoyl-4-methoxy-5-methylnitrobenzene), P12(=S)SP3(=S)SP(=S)(S1)SP(=S)(S2)S3 (phosphorus pentasulfide), resultant mixture. Run in C1=CC=CC=C1 (benzene). Yields the product CN(C(=S)C=1C=C(C=C(C1OC)C)[N+](=O)[O-])C (3-dimethylthiocarbamoyl-4-methoxy-5-methyl-nitrobenzene). Yield: 85.2%. Reaction SMILES: [CH3:1][N:2]([CH3:17])[C:3]([C:5]1[CH:6]=[C:7]([N+:14]([O-:16])=[O:15])[CH:8]=[C:9]([CH3:13])[C:10]=1[O:11][CH3:12])=O.P12(SP3(SP(SP(S3)(S1)=S)(=S)S2)=S)=[S:19].O.CCOCC>C1C=CC=CC=1>[CH3:1][N:2]([CH3:17])[C:3]([C:5]1[CH:6]=[C:7]([N+:14]([O-:16])=[O:15])[CH:8]=[C:9]([CH3:13])[C:10]=1[O:11][CH3:12])=[S:19]. Procedure details: To a solution of 3-dimethylcarbamoyl-4-methoxy-5-methylnitrobenzene (1.10 g) in benzene (11 ml) is added phosphorus pentasulfide (3.08 g), and the resultant mixture is refluxed for 1 hour. After sooling, the reaction mixture is mixed with icy water and shaken with ether. The organic layer is washed with water, dried over Glauber's salt and concentrated under reduced pressure to remove the solvent. The residue is chromatographed on a column of silica gel, which is eluted with benzene, methylene c... Starting materials: ClC=1C=[N+](C=C(C1C[C@H](O)C1=CC(=C(C=C1)OC(F)F)OCC1CC1)Cl)[O-] ((S)-3,5-dichloro-4-(2-(3-(cyclopropylmethoxy)-4-(difluoromethoxy)phenyl)-2-hydroxyethyl)pyridine 1-oxide), ClC=1C=[N+](C=C(C1C[C@H](O)C1=CC(=C(C=C1)OC(F)F)OCC1CC1)Cl)[O-] ((S)-3,5-dichloro-4-(2-(3-(cyclopropylmethoxy)-4-(difluoromethoxy)phenyl)-2-hydroxyethyl)pyridine 1-oxide), C(C)(C)(C)OC(=O)NC1=CC=C2CN(C(C2=C1)=O)CC(=O)O (2-(6-(tert-butoxycarbonylamino)-1-oxoisoindolin-2-yl)acetic acid), C(CCl)Cl (EDC). The reagents and catalysts are CN(C)C=1C=CN=CC1 (DMAP). Solvent: O (water), CN(C)C=O (DMF). Conditions: time 8 hour. Yields the product C(C)(C)(C)OC(=O)NC1=CC=C2CN(C(C2=C1)=O)CC(=O)O[C@@H](CC1=C(C=[N+](C=C1Cl)[O-])Cl)C1=CC(=C(C=C1)OC(F)F)OCC1CC1 ((S)-4-(2-(2-(6-(tert-butoxycarbonylamino)-1-oxoisoindolin-2-yl)acetoxy)-2-(3-(cyclopropylmethoxy)-4-(difluoromethoxy)phenyl)ethyl)-3,5-dichloropyridine 1-oxide). Yield: 69.2%. Reaction SMILES: [Cl:1][C:2]1[CH:3]=[N+:4]([O-:27])[CH:5]=[C:6]([Cl:26])[C:7]=1[CH2:8][C@@H:9]([C:11]1[CH:16]=[CH:15][C:14]([O:17][CH:18]([F:20])[F:19])=[C:13]([O:21][CH2:22][CH:23]2[CH2:25][CH2:24]2)[CH:12]=1)[OH:10].[C:28]([O:32][C:33]([NH:35][C:36]1[CH:44]=[C:43]2[C:39]([CH2:40][N:41]([CH2:46][C:47](O)=[O:48])[C:42]2=[O:45])=[CH:38][CH:37]=1)=[O:34])([CH3:31])([CH3:30])[CH3:29].C(Cl)CCl>CN(C1C=CN=CC=1)C.CN(C=O)C.O>[C:28]([O:32][C:33]([NH:35][C:36]1[CH:44]=[C:43]2[C:39]([CH2:40][N:41]([CH2:46][C:47]([O:10][C@H:9]([C:11]3[CH:16]=[CH:15][C:14]([O:17][CH:18]([F:20])[F:19])=[C:13]([O:21][CH2:22][CH:23]4[CH2:25][CH2:24]4)[CH:12]=3)[CH2:8][C:7]3[C:6]([Cl:26])=[CH:5][N+:4]([O-:27])=[CH:3][C:2]=3[Cl:1])=[O:48])[C:42]2=[O:45])=[CH:38][CH:37]=1)=[O:34])([CH3:31])([CH3:30])[CH3:29]. Reported procedure: (S)-3,5-dichloro-4-(2-(3-(cyclopropylmethoxy)-4-(difluoromethoxy)phenyl)-2-hydroxyethyl)pyridine 1-oxide (Compound 7, 60 mg, 0.143 mmol), 2-(6-(tert-butoxycarbonylamino)-1-oxoisoindolin-2-yl)acetic acid (65.6 mg, 0.214 mmol), DMAP (20.93 mg, 0.171 mmol), and EDC (82 mg, 0.428 mmol) were dissolved in DMF (5 ml). The reaction was stirred at RT overnight. The reaction mixture was diluted with water, and the precipitate was washed with water, dissolved in EtOAc and extracted with HCl 1N, Na2CO3 sat.... Reactants: ClC1=CC=C(C2=C1N=C(S2)C)OC (4-chloro-7-methoxy-2-methylbenzothiazole), COC (methyl ether), Cl.N1=CC=CC=C1 (pyridine hydrochloride). Yields the product ClC1=CC=C(C2=C1N=C(S2)C)O (4-Chloro-7-hydroxy-2-methylbenzothiazole). As a reaction SMILES: [Cl:1][C:2]1[C:7]2[N:8]=[C:9]([CH3:11])[S:10][C:6]=2[C:5]([O:12]C)=[CH:4][CH:3]=1.COC.Cl.N1C=CC=CC=1>>[Cl:1][C:2]1[C:7]2[N:8]=[C:9]([CH3:11])[S:10][C:6]=2[C:5]([OH:12])=[CH:4][CH:3]=1 |f:2.3|. Reported procedure: The title compound was prepared from 4-chloro-7-methoxy-2-methylbenzothiazole by cleavage of the methyl ether with pyridine hydrochloride as described in Preparation 1, m.p. 225° C. (decomposition), mass spec. m/z 200. Starting materials: COC(N(C)C)OC (dimethylformamide dimethyl acetal), C1(=C(C(=C(C(=C1F)F)F)N)F)N.Cl.Cl (dihydrochloride), N1C(=NCC1)CC1CCNCC1 (4-[(4,5-dihydro-1H-imidazol-2-yl)methyl]piperidine), C[O-].[Na+] (sodium methoxide). The solvent is CO (methanol). Conditions: time 10 minute. Product: COC(N1CCC(CC1)CC=1NCCN1)OC (4-[(4,5-dihydro-1H-imidazol-2-yl)methyl]piperidine carboxaldehyde dimethyl acetal). RXN SMILES: C1(N)C(F)=C(F)C(F)=C(N)C=1F.Cl.Cl.[NH:15]1[CH2:19][CH2:18][N:17]=[C:16]1[CH2:20][CH:21]1[CH2:26][CH2:25][NH:24][CH2:23][CH2:22]1.C[O-].[Na+].[CH3:30][O:31][CH:32]([O:36][CH3:37])N(C)C>CO>[CH3:30][O:31][CH:32]([O:36][CH3:37])[N:24]1[CH2:25][CH2:26][CH:21]([CH2:20][C:16]2[NH:17][CH2:18][CH2:19][N:15]=2)[CH2:22][CH2:23]1 |f:0.1.2,4.5|. Procedure details: A mixture containing the dihydrochloride salt of 4-[(4,5-dihydro-1H-imidazol-2-yl)methyl]piperidine (8.5 g, 0.035M) and methanol (160 ml) which contained sodium methoxide (0.071M) was stirred at room temperature for 10 minutes and dimethylformamide dimethyl acetal (170 ml) was added and heated at 90° C. for 6 hrs. The excess of dimethylformamide dimethyl acetal was removed to give 4-[(4,5-dihydro-1H-imidazol-2-yl)methyl]piperidine carboxaldehyde dimethyl acetal. To the mixture of 6-aminopenicill...